Dataset: the Open Reaction Database (ORD), a public repository of structured organic reaction records. Task: describe an organic reaction: reactants, conditions, products, and yield Reactants: C(C)[SiH](CC)CC (triethylsilane), [OH-].[Na+] (NaOH), [N+]1(=CC=C(C2=CC=CC=C12)C=O)[O-] (quinoline-4-carboxaldehyde 1-oxide), NC1=C(SC=C1)C(=O)NC1=CC=C(C=C1)OC(F)(F)F (3-amino-N-[4-(trifluoromethoxy)phenyl]thiophene-2-carboxamide), FC(C(=O)O)(F)F (trifluoroacetic acid). Reaction conditions: time 2 hour. RXN SMILES: [N+:1]1([O-:13])[C:10]2[C:5](=[CH:6][CH:7]=[CH:8][CH:9]=2)[C:4]([CH:11]=O)=[CH:3][CH:2]=1.[NH2:14][C:15]1[CH:19]=[CH:18][S:17][C:16]=1[C:20]([NH:22][C:23]1[CH:28]=[CH:27][C:26]([O:29][C:30]([F:33])([F:32])[F:31])=[CH:25][CH:24]=1)=[O:21].FC(F)(F)C(O)=O.C([SiH](CC)CC)C.[OH-].[Na+]>O.ClCCl>[O-:13][N+:1]1[C:10]2[C:5](=[CH:6][CH:7]=[CH:8][CH:9]=2)[C:4]([CH2:11][NH:14][C:15]2[CH:19]=[CH:18][S:17][C:16]=2[C:20]([NH:22][C:23]2[CH:24]=[CH:25][C:26]([O:29][C:30]([F:33])([F:31])[F:32])=[CH:27][CH:28]=2)=[O:21])=[CH:3][CH:2]=1 |f:4.5|. Solvent: ClCCl (dichloromethane), O (water). Reported procedure: A solution of quinoline-4-carboxaldehyde 1-oxide (0.12 g, 0.69 mmol), 3-amino-N-[4-(trifluoromethoxy)phenyl]thiophene-2-carboxamide (0.21 g, 0.69 mmol), dichloromethane (2 ml) and trifluoroacetic acid (2 ml) was heated at 50° C. for 2 hr, then cooled to room temperature, treated with triethylsilane (0.22 ml, 1.38 mmol) and stirred at 50° C. for another 2 h. After this time the mixture was diluted with water (40 ml), basified (pH 9) with 2M NaOH (aq) and extracted with ethyl acetate (3×20 ml). Th... The product is [O-][N+]1=CC=C(C2=CC=CC=C12)CNC1=C(SC=C1)C(=O)NC1=CC=C(C=C1)OC(F)(F)F (3-{[(1-oxidoquinolin-4-yl)methyl]amino}-N-[4-(trifluoromethoxy)phenyl]thiophene-2-carboxamide). Reaction SMILES: [CH3:17][C:18](=[O:19])[OH:20].[CH3:1][O:2][c:3]1[cH:4][c:5]([CH2:9][C:10](=[O:11])[OH:12])[cH:6][cH:7][cH:8]1.[I:13][Cl:14].[I:15].[OH2:16]>>[CH3:1][O:2][c:3]1[cH:4][c:5]([CH2:9][C:10](=[O:11])[OH:12])[c:6]([I:13])[cH:7][cH:8]1. Product: COc1ccc(I)c(CC(=O)O)c1. The reactants are CC(=O)O, COc1cccc(CC(=O)O)c1, ClI, I, O. Starting materials: C(C1=CC=CC=C1)N1CCC=2NC=3C=CC(=CC3C2CC1)S(=O)(=O)C1=CC=CC=C1 (3-Benzyl-9-(phenylsulfonyl)-1,2,3,4,5,6-hexahydroazepino[4,5-b]indole). Reagents/catalysts: [OH-].[Pd+2].[OH-] (palladium hydroxide). Run in CO (methanol). The product is C1(=CC=CC=C1)S(=O)(=O)C1=CC=2C3=C(NC2C=C1)CCNCC3 (9-(Phenylsulfonyl)-1,2,3,4,5,6-hexahydroazepino[4,5-b]indole). Reaction SMILES: C([N:8]1[CH2:21][CH2:20][C:19]2[C:18]3[CH:17]=[C:16]([S:22]([C:25]4[CH:30]=[CH:29][CH:28]=[CH:27][CH:26]=4)(=[O:24])=[O:23])[CH:15]=[CH:14][C:13]=3[NH:12][C:11]=2[CH2:10][CH2:9]1)C1C=CC=CC=1>CO.[OH-].[Pd+2].[OH-]>[C:25]1([S:22]([C:16]2[CH:15]=[CH:14][C:13]3[NH:12][C:11]4[CH2:10][CH2:9][NH:8][CH2:21][CH2:20][C:19]=4[C:18]=3[CH:17]=2)(=[O:24])=[O:23])[CH:30]=[CH:29][CH:28]=[CH:27][CH:26]=1 |f:2.3.4|. Reported procedure: A mixture of 3-benzyl-9-(phenylsulfonyl)-1,2,3,4,5,6-hexahydroazepino[4,5-b]indole (VIII, Step II, 453 mg, 1.09 mmol) in methanol (50 mL) is treated with palladium hydroxide (118 mg) and hydrogenated at 30 psi for 5 days. The mixture is filtered, rinsing with methanol and methylene chloride, and the filtrate concentrated under reduced pressure to give an amorphous solid. The material is purified by flash chromatography (Biotage 40M; methanol/methylene chloride, 5/95; methanol/methylene chloride/... Reactants: O=C([O-])[O-], Cn1c(Cc2ccccc2)ncc(Br)c1=O, COc1ccc(B(O)O)cc1F, ClCCl, [Na+], [Na+], C1COCCO1, O, c1ccc(P(c2ccccc2)(c2ccccc2)[Pd](P(c2ccccc2)(c2ccccc2)c2ccccc2)(P(c2ccccc2)(c2ccccc2)c2ccccc2)P(c2ccccc2)(c2ccccc2)c2ccccc2)cc1. Product: COc1ccc(-c2cnc(Cc3ccccc3)n(C)c2=O)cc1F. RXN SMILES: [C:29](=[O:30])([O-:31])[O-:32].[CH2:1]([c:2]1[cH:3][cH:4][cH:5][cH:6][cH:7]1)[c:8]1[n:9][cH:10][c:11]([Br:16])[c:12](=[O:15])[n:13]1[CH3:14].[CH3:17][O:18][c:19]1[c:20]([F:28])[cH:21][c:22]([B:25]([OH:26])[OH:27])[cH:23][cH:24]1.[Cl:42][CH2:43][Cl:44].[Na+:33].[Na+:34].[O:35]1[CH2:36][CH2:37][O:38][CH2:39][CH2:40]1.[OH2:41].[cH:45]1[cH:46][cH:47][c:48]([P:49]([Pd:50]([P:51]([c:52]2[cH:53][cH:54][cH:55][cH:56][cH:57]2)([c:58]2[cH:59][cH:60][cH:61][cH:62][cH:63]2)[c:64]2[cH:65][cH:66][cH:67][cH:68][cH:69]2)([P:70]([c:71]2[cH:72][cH:73][cH:74][cH:75][cH:76]2)([c:77]2[cH:78][cH:79][cH:80][cH:81][cH:82]2)[c:83]2[cH:84][cH:85][cH:86][cH:87][cH:88]2)[P:89]([c:90]2[cH:91][cH:92][cH:93][cH:94][cH:95]2)([c:96]2[cH:97][cH:98][cH:99][cH:100][cH:101]2)[c:102]2[cH:103][cH:104][cH:105][cH:106][cH:107]2)([c:108]2[cH:109][cH:110][cH:111][cH:112][cH:113]2)[c:114]2[cH:115][cH:116][cH:117][cH:118][cH:119]2)[cH:120][cH:121]1>>[CH2:1]([c:2]1[cH:3][cH:4][cH:5][cH:6][cH:7]1)[c:8]1[n:9][cH:10][c:11](-[c:22]2[cH:21][c:20]([F:28])[c:19]([O:18][CH3:17])[cH:24][cH:23]2)[c:12](=[O:15])[n:13]1[CH3:14]. Starting materials: ClC=1C=C(C=CC1OC)N1C(CC2=CC=CC=C12)=O (1-(3-Chloro-4-methoxyphenyl)-2(1H,3H)-indolone), COC(C)(N(C)C)OC (dimethylacetamide dimethylacetal). Solvent: C(Cl)(Cl)Cl (CHCl3). Product: ClC=1C=C(C=CC1OC)N1C(C(C2=CC=CC=C12)=C(C)N(C)C)=O (1-(3-Chloro-4-methoxyphenyl)-3-(1-dimethylaminoethylidene)-2(1H,3H)-indolone). Isolated yield 94.4%. RXN SMILES: [Cl:1][C:2]1[CH:3]=[C:4]([N:10]2[C:18]3[C:13](=[CH:14][CH:15]=[CH:16][CH:17]=3)[CH2:12][C:11]2=[O:19])[CH:5]=[CH:6][C:7]=1[O:8][CH3:9].CO[C:22](OC)([N:24]([CH3:26])[CH3:25])[CH3:23]>C(Cl)(Cl)Cl>[Cl:1][C:2]1[CH:3]=[C:4]([N:10]2[C:18]3[C:13](=[CH:14][CH:15]=[CH:16][CH:17]=3)[C:12](=[C:22]([N:24]([CH3:26])[CH3:25])[CH3:23])[C:11]2=[O:19])[CH:5]=[CH:6][C:7]=1[O:8][CH3:9]. Procedure: 1-(3-Chloro-4-methoxyphenyl)-2(1H,3H)-indolone (0.67 g, 2.45 mmole), dimethylacetamide dimethylacetal (90%, 0.45 ml, 2.7 mmole) and 10 ml CHCl3 were refluxed under nitrogen for 3 hours. The reaction mixture was cooled and evaporated in vacuo to a viscous oil. The oil was column chromatographed on silica gel, eluting impurities with ethyl acetate and then product with 2-4% methanol in ethyl acetate, initially isolated as an oil (793 mg). Crystallization from ether gave purified title product, 625... The reactants are C(=O)C1=CC=C(C(=O)OC)C=C1 (methyl p-formylbenzoate), C(CC(=O)O)(=O)O (malonic acid), N1=CC=CC=C1 (pyridine), N1CCCCC1 (piperidine). The solvent is O (water). Conditions: temperature 50 celsius, time 1 hour. Product: C(=O)(OC)C1=CC=C(C=CC(=O)O)C=C1 (p-Carbomethoxycinnamic Acid). Yield: 93.9%. Reaction SMILES: [CH:1]([C:3]1[CH:12]=[CH:11][C:6]([C:7]([O:9][CH3:10])=[O:8])=[CH:5][CH:4]=1)=O.C(O)(=O)[CH2:14][C:15]([OH:17])=[O:16].N1C=CC=CC=1.N1CCCCC1>O>[C:7]([C:6]1[CH:11]=[CH:12][C:3]([CH:1]=[CH:14][C:15]([OH:17])=[O:16])=[CH:4][CH:5]=1)([O:9][CH3:10])=[O:8]. Reported procedure: To a 3-L three-necked round-bottom flask equipped with an overhead stirrer, condenser, and a nitrogen/thermocouple unit was added methyl p-formylbenzoate (82.08 g, 0.50 mole), malonic acid (104.06 g, 1.00 mole), and pyridine (200 mL). Stirring was started followed by heating to 50° C. for 75 minutes. By this time, a sizable amount of solids had formed and to this mixture was added piperidine (7.5 mL, 0.076 mole) and the temperature raised to 80° C. After another one hour at 80° C., the temperatu... The reactants are C(#N)C=1C=C(C=CC1F)C=1C=C(C(=O)OC)C=CN1 (Methyl 2-(3-cyano-4-fluorophenyl)isonicotinate), [N-]=[N+]=[N-].[Na+] (sodium azide). Solvent: CN(C)C=O (DMF). Reaction conditions: temperature 50 celsius, time 4 hour. The product is N(=[N+]=[N-])C1=C(C=C(C=C1)C=1C=C(C(=O)OC)C=CN1)C#N (methyl 2-(4-azido-3-cyanophenyl)isonicotinate). RXN SMILES: [C:1]([C:3]1[CH:4]=[C:5]([C:10]2[CH:11]=[C:12]([CH:17]=[CH:18][N:19]=2)[C:13]([O:15][CH3:16])=[O:14])[CH:6]=[CH:7][C:8]=1F)#[N:2].[N-:20]=[N+:21]=[N-:22].[Na+]>CN(C=O)C>[N:20]([C:8]1[CH:7]=[CH:6][C:5]([C:10]2[CH:11]=[C:12]([CH:17]=[CH:18][N:19]=2)[C:13]([O:15][CH3:16])=[O:14])=[CH:4][C:3]=1[C:1]#[N:2])=[N+:21]=[N-:22] |f:1.2|. Reported procedure: Methyl 2-(3-cyano-4-fluorophenyl)isonicotinate and sodium azide were dissolved in a DMF solution, followed by stirring at 50° C. for 4 hours to obtain methyl 2-(4-azido-3-cyanophenyl)isonicotinate. NMRC: 7.38 (1H, d), 7.84 (1H, dd), 8.46 (1H, d) The reactants are BrC=1C=CC2=C(C(=NO2)OCC2=NC=CC=N2)C1 (5-Bromo-3-(pyrimidin-2-ylmethoxy)benzo[d]isoxazole), O (water), FC(OC1=CC=C(C=C1)B(O)O)(F)F (4-(trifluoromethoxy)phenylboronic acid), C([O-])([O-])=O.[K+].[K+] (potassium carbonate). Reagents/catalysts: C1=CC=C(C=C1)P([C-]2C=CC=C2)C3=CC=CC=C3.C1=CC=C(C=C1)P([C-]2C=CC=C2)C3=CC=CC=C3.Cl[Pd]Cl.[Fe+2] ([1,1′-Bis(diphenylphosphino)ferrocene]dichloropalladium(II)). Solvent: CN(C)C=O (DMF), C(C)(=O)OCC (ethyl acetate). Conditions: temperature 80 celsius, time 2 hour. The product is N1=C(N=CC=C1)COC1=NOC2=C1C=C(C=C2)C2=CC=C(C=C2)OC(F)(F)F (3-(pyrimidin-2-ylmethoxy)-5-(4-(trifluoromethoxy)phenyl)benzo[d]isoxazole). Isolated yield 61.5%. RXN SMILES: Br[C:2]1[CH:3]=[CH:4][C:5]2[O:9][N:8]=[C:7]([O:10][CH2:11][C:12]3[N:17]=[CH:16][CH:15]=[CH:14][N:13]=3)[C:6]=2[CH:18]=1.[F:19][C:20]([F:32])([F:31])[O:21][C:22]1[CH:27]=[CH:26][C:25](B(O)O)=[CH:24][CH:23]=1.C(=O)([O-])[O-].[K+].[K+].O>CN(C=O)C.C(OCC)(=O)C.C1C=CC(P(C2C=CC=CC=2)[C-]2C=CC=C2)=CC=1.C1C=CC(P(C2C=CC=CC=2)[C-]2C=CC=C2)=CC=1.Cl[Pd]Cl.[Fe+2]>[N:13]1[CH:14]=[CH:15][CH:16]=[N:17][C:12]=1[CH2:11][O:10][C:7]1[C:6]2[CH:18]=[C:2]([C:25]3[CH:24]=[CH:23][C:22]([O:21][C:20]([F:19])([F:31])[F:32])=[CH:27][CH:26]=3)[CH:3]=[CH:4][C:5]=2[O:9][N:8]=1 |f:2.3.4,8.9.10.11|. Reported procedure: 5-Bromo-3-(pyrimidin-2-ylmethoxy)benzo[d]isoxazole (120 mg, 0.39 mmol), 4-(trifluoromethoxy)phenylboronic acid (120 mg, 0.58 mmol), potassium carbonate (500 mg), and [1,1′-Bis(diphenylphosphino)ferrocene]dichloropalladium(II) (25 mg, 0.034 mmol) were combined in 6 mL DMF. 3 mL water was added and the mixture was stirred at 80° C. for two hours. The reaction mixture was diluted with 60 mL ethyl acetate, washed with water and brine and evaporated under vacuum. Flash chromatographic purification on... Reactants: C1=CC=CC=C1 (benzene), C([O-])([O-])=O.[K+].[K+] (potassium carbonate), product, C(C)(C)(C)C1=CC=C(C=C1)B(O)O (4-tert-butylphenylboronic acid). Reagents/catalysts: C=1C=CC(=CC1)[P](C=2C=CC=CC2)(C=3C=CC=CC3)[Pd]([P](C=4C=CC=CC4)(C=5C=CC=CC5)C=6C=CC=CC6)([P](C=7C=CC=CC7)(C=8C=CC=CC8)C=9C=CC=CC9)[P](C=1C=CC=CC1)(C=1C=CC=CC1)C=1C=CC=CC1 (Pd(PPh3)4). Run in C(C)O (ethanol). Reaction conditions: temperature 80 celsius. The product is C(C)(C)(C)C1=CC=C(C=C1)C1=CC=2C(C3=CC(=C(C=C3C(C2C=C1C1=CC=C(C=C1)C(C)(C)C)(C)C)C1=CC=C(C=C1)C(C)(C)C)C1=CC=C(C=C1)C(C)(C)C)(C)C (2,3,6,7-Tetrakis-(4-tert-butyl-phenyl)-9,9,10,10-tetramethyl-9,10-dihydro-anthracene), TTA-tBu. Reaction SMILES: [C:1]([C:5]1[CH:10]=[CH:9][C:8](B(O)O)=[CH:7][CH:6]=1)([CH3:4])([CH3:3])[CH3:2].[CH:14]1[CH:19]=[CH:18][CH:17]=[CH:16][CH:15]=1.C(=O)([O-])[O-].[K+].[K+]>C1C=CC([P]([Pd]([P](C2C=CC=CC=2)(C2C=CC=CC=2)C2C=CC=CC=2)([P](C2C=CC=CC=2)(C2C=CC=CC=2)C2C=CC=CC=2)[P](C2C=CC=CC=2)(C2C=CC=CC=2)C2C=CC=CC=2)(C2C=CC=CC=2)C2C=CC=CC=2)=CC=1.C(O)C>[C:1]([C:5]1[CH:10]=[CH:9][C:8]([C:14]2[C:19]([C:8]3[CH:9]=[CH:10][C:5]([C:1]([CH3:4])([CH3:3])[CH3:2])=[CH:6][CH:7]=3)=[CH:18][C:17]3[C:5]([CH3:10])([CH3:6])[C:17]4[C:16](=[CH:15][C:14]([C:8]5[CH:9]=[CH:10][C:5]([C:1]([CH3:4])([CH3:2])[CH3:3])=[CH:6][CH:7]=5)=[C:19]([C:8]5[CH:9]=[CH:10][C:5]([C:1]([CH3:4])([CH3:3])[CH3:2])=[CH:6][CH:7]=5)[CH:18]=4)[C:1]([CH3:3])([CH3:2])[C:16]=3[CH:15]=2)=[CH:7][CH:6]=1)([CH3:4])([CH3:3])[CH3:2] |f:2.3.4,^1:29,31,50,69|. Procedure details: 10 mmol of product in Example 2, 40 mmol of 4-tert-butylphenylboronic acid, and 0.2 mmol of Pd(PPh3)4 were charged in a reaction vessel under nitrogen. The mixture was added deoxygen benzene (50 mL), ethanol (4 mL), and 2M potassium carbonate solution (10 mL) to be dissolved, and then heated to 80° C. and reacted for 24 hours. The reaction result was extracted by 50 mL of ethyl acetate to obtain an organic layer. The organic layer was filtered through diatomite and dried by anhydrous magnesium s...